From a dataset of the Open Reaction Database (ORD), a public repository of structured organic reaction records. describe an organic reaction: reactants, conditions, products, and yield The reactants are ClC\C=C/1\C2=C(OCC3=C1C=CC=C3)C=CC(=C2)C(=O)OC (Methyl (E)-11-(2-chloroethylidene)-6,11-dihydrodibenz[b,e]oxepin-2-carboxylate), [N+](=O)([O-])C1=CC2=C(N=CN2)C=C1 (5-nitrobenzimidazole). Yields the product [N+](=O)([O-])C1=CC2=C(N(C=N2)C\C=C/2\C3=C(OCC4=C2C=CC=C4)C=CC(=C3)C(=O)OC)C=C1 (methyl (E)-11-[2-(5-nitro-1-benzimidazolyl)ethylidene]-6,11-dihydrodibenz[b,e]oxepin-2-carboxylate), [N+](=O)([O-])C=1C=CC2=C(N(C=N2)C\C=C/2\C3=C(OCC4=C2C=CC=C4)C=CC(=C3)C(=O)OC)C1 (methyl (E)-11-[2-(6-nitro-1-benzimidazolyl)ethylidene]-6,11-dihydrodibenz[b,e]oxepin-2-carboxylate). RXN SMILES: Cl[CH2:2]/[CH:3]=[C:4]1/[C:5]2[CH:18]=[C:17]([C:19]([O:21][CH3:22])=[O:20])[CH:16]=[CH:15][C:6]=2[O:7][CH2:8][C:9]2[CH:14]=[CH:13][CH:12]=[CH:11][C:10]/1=2.[N+:23]([C:26]1[CH:34]=[CH:33][C:29]2[N:30]=[CH:31][NH:32][C:28]=2[CH:27]=1)([O-:25])=[O:24]>>[N+:23]([C:26]1[CH:34]=[CH:33][C:29]2[N:30]([CH2:2]/[CH:3]=[C:4]3/[C:5]4[CH:18]=[C:17]([C:19]([O:21][CH3:22])=[O:20])[CH:16]=[CH:15][C:6]=4[O:7][CH2:8][C:9]4[CH:14]=[CH:13][CH:12]=[CH:11][C:10]/3=4)[CH:31]=[N:32][C:28]=2[CH:27]=1)([O-:25])=[O:24].[N+:23]([C:26]1[CH:34]=[CH:33][C:29]2[N:30]=[CH:31][N:32]([CH2:2]/[CH:3]=[C:4]3/[C:5]4[CH:18]=[C:17]([C:19]([O:21][CH3:22])=[O:20])[CH:16]=[CH:15][C:6]=4[O:7][CH2:8][C:9]4[CH:14]=[CH:13][CH:12]=[CH:11][C:10]/3=4)[C:28]=2[CH:27]=1)([O-:25])=[O:24]. Procedure details: Compound h, 2.0 g, and 5.2 g of 5-nitrobenzimidazole were treated in a manner similar to Example 23 to give a 1:1 mixture of Compounds E-55a and E-56a. The mixture was separated and purified by silica gel column chromatography (eluting solvent, hexane:ethyl acetate:triethylamine=10:10:1) to give 1.1 g of methyl (E)-11-[2-(5-nitro-1-benzimidazolyl)ethylidene]-6,11-dihydrodibenz[b,e]oxepin-2-carboxylate (Compound E-55a) and 0.7 g of methyl (E)-11-[2-(6-nitro-1-benzimidazolyl)ethylidene]-6,11-dihyd... Reactants: CC(=O)O[BH-](OC(C)=O)OC(C)=O, O=CC1CCCCC1, ClCCCl, CC(=O)Nc1nc2c(Oc3cc(-c4ccc(C(F)(F)F)cc4N)ncn3)cccc2s1, [Na+], O. Product: CC(=O)Nc1nc2c(Oc3cc(-c4ccc(C(F)(F)F)cc4NCC4CCCCC4)ncn3)cccc2s1. RXN SMILES: [C:40]([O:41][BH-:42]([O:43][C:44](=[O:45])[CH3:46])[O:47][C:48](=[O:49])[CH3:50])(=[O:51])[CH3:52].[CH:32]1([CH:38]=[O:39])[CH2:33][CH2:34][CH2:35][CH2:36][CH2:37]1.[Cl:55][CH2:56][CH2:57][Cl:58].[NH2:1][c:2]1[c:3](-[c:12]2[cH:13][c:14]([O:18][c:19]3[cH:20][cH:21][cH:22][c:23]4[c:24]3[n:25][c:26]([NH:28][C:29]([CH3:30])=[O:31])[s:27]4)[n:15][cH:16][n:17]2)[cH:4][cH:5][c:6]([C:8]([F:9])([F:10])[F:11])[cH:7]1.[Na+:53].[OH2:54]>>[NH:1]([c:2]1[c:3](-[c:12]2[cH:13][c:14]([O:18][c:19]3[cH:20][cH:21][cH:22][c:23]4[c:24]3[n:25][c:26]([NH:28][C:29]([CH3:30])=[O:31])[s:27]4)[n:15][cH:16][n:17]2)[cH:4][cH:5][c:6]([C:8]([F:9])([F:10])[F:11])[cH:7]1)[CH2:38][CH:32]1[CH2:33][CH2:34][CH2:35][CH2:36][CH2:37]1. Reactants: C(C)(=O)OO (peracetic acid), BrC=1C=CC(=NC1)OC1CC1 (5-bromo-2-cyclopropoxypyridine), [Li]CCCC (n-BuLi), COB(OC)OC (trimethylborate), OS(=O)[O-].[Na+] (NaHSO3). Run in C1CCOC1 (THF). Reaction conditions: time 10 minute. The product is C1(CC1)OC1=CC=C(C=N1)O (6-Cyclopropoxy-pyridin-3-ol). As a reaction SMILES: Br[C:2]1[CH:3]=[CH:4][C:5]([O:8][CH:9]2[CH2:11][CH2:10]2)=[N:6][CH:7]=1.[Li]CCCC.C[O:18]B(OC)OC.C(OO)(=O)C.OS([O-])=O.[Na+]>C1COCC1>[CH:9]1([O:8][C:5]2[N:6]=[CH:7][C:2]([OH:18])=[CH:3][CH:4]=2)[CH2:11][CH2:10]1 |f:4.5|. Procedure details: A mixture of 5-bromo-2-cyclopropoxypyridine (Milestone Pharmtech, 500 mg) in THF (10 mL) was cooled (−78° C.) and n-BuLi (2.5 M in toluene, 1.49 mL) was added dropwise within 10 minutes. After 20 minutes trimethylborate (429 μL) was added. After 2 hours peracetic acid (32% in AcOH, 786 μL) was added dropwise. After 10 minutes the reaction temperature was changed to 0° C. After 1 hour the mixture was poured into aqueous NaHSO3-solution (5%, 5 mL). The mixture was extracted with EA. The organic ph... The reactants are C(C(=O)Cl)(=O)Cl (oxalyl chloride), C(Cl)(Cl)Cl (chloroform), FC=1C=C(C=CC1F)[C@@H]1CC[C@@H](N1)C(C)(C)O (2-[(2R,5S)-5-(3,4-difluorophenyl)pyrrolidine-2-yl]propane-2-ol), N1=CC=CC=C1 (pyridine). Run in O (water). The product is FC=1C=C(C=CC1F)[C@@H]1CC[C@@H]2C(OC(C(N21)=O)=O)(C)C ((6S,8aR)-6-(3,4-difluorophenyl)-1,1-dimethyltetrahydropyrrolo[2,1-c][1,4]oxazine-3,4-dione). RXN SMILES: [C:1](Cl)(=[O:5])[C:2](Cl)=[O:3].C(Cl)(Cl)Cl.[F:11][C:12]1[CH:13]=[C:14]([C@H:19]2[NH:23][C@@H:22]([C:24]([OH:27])([CH3:26])[CH3:25])[CH2:21][CH2:20]2)[CH:15]=[CH:16][C:17]=1[F:18].N1C=CC=CC=1>O>[F:11][C:12]1[CH:13]=[C:14]([C@H:19]2[N:23]3[C@@H:22]([C:24]([CH3:25])([CH3:26])[O:27][C:1](=[O:5])[C:2]3=[O:3])[CH2:21][CH2:20]2)[CH:15]=[CH:16][C:17]=1[F:18]. Procedure details: Under ice-cooling, oxalyl chloride (713 μL) was added dropwise into a chloroform (70 mL) solution containing 2-[(2R,5S)-5-(3,4-difluorophenyl)pyrrolidine-2-yl]propane-2-ol (1.66 g) and pyridine (10 mL). After stirring for 30 minutes at the same temperature, water was added to the reaction solution, and the organic layer was partitioned. After washing the organic layer with brine, the resultant was dried over anhydrous magnesium sulfate. The solvent was removed under a vacuum, and the resulting s... The reactants are ClC1=C(C=CC=C1)S(=O)(=O)N[C@H](C(=O)O)CO ((S)-2-(2-chloro-benzenesulfonylamino)-3-hydroxy-propionic acid), FC(C=1C(=NC=CC1)N1CCNCC1)(F)F (1-[3-(trifluoromethyl)pyrid-2-yl]-piperazine). Product: ClC1=C(C=CC=C1)S(=O)(=O)N[C@H](C(N1CCN(CC1)C1=NC=CC=C1C(F)(F)F)=O)CO (2-chloro-N-{(S)-1-hydroxymethyl-2-oxo-2-[4-(3-trifluoromethyl-pyridin-2-yl)-piperazin-1-yl]-ethyl}-benzenesulfonamide). RXN SMILES: [Cl:1][C:2]1[CH:7]=[CH:6][CH:5]=[CH:4][C:3]=1[S:8]([NH:11][C@@H:12]([CH2:16][OH:17])[C:13]([OH:15])=O)(=[O:10])=[O:9].[F:18][C:19]([F:33])([F:32])[C:20]1[C:21]([N:26]2[CH2:31][CH2:30][NH:29][CH2:28][CH2:27]2)=[N:22][CH:23]=[CH:24][CH:25]=1>>[Cl:1][C:2]1[CH:7]=[CH:6][CH:5]=[CH:4][C:3]=1[S:8]([NH:11][C@@H:12]([CH2:16][OH:17])[C:13](=[O:15])[N:29]1[CH2:30][CH2:31][N:26]([C:21]2[C:20]([C:19]([F:33])([F:18])[F:32])=[CH:25][CH:24]=[CH:23][N:22]=2)[CH2:27][CH2:28]1)(=[O:9])=[O:10]. Reported procedure: In analogy to example 2, (S)-2-(2-chloro-benzenesulfonylamino)-3-hydroxy-propionic acid was reacted with 1-[3-(trifluoromethyl)pyrid-2-yl]-piperazine to give 2-chloro-N-{(S)-1-hydroxymethyl-2-oxo-2-[4-(3-trifluoromethyl-pyridin-2-yl)-piperazin-1-yl]-ethyl}-benzenesulfonamide as a colorless foam. MS: 493.0 ([M+H]+) Reactants: BrCCCCN1CSCC1=O (3-(4-bromobutyl)-4-thiazolidinone), Cl.Cl.ClC1=CC=C(C=C1)N1CCNCC1 (1-(4-chlorophenyl)piperazine dihydrochloride), C(=O)([O-])[O-].[K+].[K+] (K2CO3). The solvent is CC#N (CH3CN). Product: Cl.ClC1=CC=C(C=C1)N1CCN(CC1)CCCCN1CSCC1=O (3-[4-[1-(4-Chlorophenyl)-4-piperazinyl]butyl]-4-thiazolidinone hydrochloride). As a reaction SMILES: Br[CH2:2][CH2:3][CH2:4][CH2:5][N:6]1[C:10](=[O:11])[CH2:9][S:8][CH2:7]1.Cl.Cl.[Cl:14][C:15]1[CH:20]=[CH:19][C:18]([N:21]2[CH2:26][CH2:25][NH:24][CH2:23][CH2:22]2)=[CH:17][CH:16]=1.C([O-])([O-])=O.[K+].[K+]>CC#N>[ClH:14].[Cl:14][C:15]1[CH:16]=[CH:17][C:18]([N:21]2[CH2:26][CH2:25][N:24]([CH2:2][CH2:3][CH2:4][CH2:5][N:6]3[C:10](=[O:11])[CH2:9][S:8][CH2:7]3)[CH2:23][CH2:22]2)=[CH:19][CH:20]=1 |f:1.2.3,4.5.6,8.9|. Procedure: To a solution of 3-(4-bromobutyl)-4-thiazolidinone (3.0 g) and 1-(4-chlorophenyl)piperazine dihydrochloride (3.4 g) in 100 ml of anhydrous CH3CN were added K2CO3 (8.7 g) and KI (200 mg). The mixture was heated to 80° with stirring under N2. Starting materials: C(C)(C)(C)C=1C=C(C=2OC3=CC(=CC=C3C(C2)=O)O)C=C(C1O)C(C)(C)C (3',5'-di-tert.-butyl-7,4'-dihydroxyflavone), C(O)([O-])=O.[K+] (potassium hydrogen carbonate), BrCCCCCC (1-bromo-n-hexane). Solvent: CN(C=O)C (dimethylformamide). Reaction conditions: time 2 hour. Yields the product C(C)(C)(C)C=1C=C(C=2OC3=CC(=CC=C3C(C2)=O)OCCCCCC)C=C(C1O)C(C)(C)C (3',5'-di-tert.-butyl-7-n-hexyloxy-4'-hydroxyflavone). RXN SMILES: [C:1]([C:5]1[CH:6]=[C:7]([CH:20]=[C:21]([C:24]([CH3:27])([CH3:26])[CH3:25])[C:22]=1[OH:23])[C:8]1[O:9][C:10]2[C:15]([C:16](=[O:18])[CH:17]=1)=[CH:14][CH:13]=[C:12]([OH:19])[CH:11]=2)([CH3:4])([CH3:3])[CH3:2].C(=O)([O-])O.[K+].Br[CH2:34][CH2:35][CH2:36][CH2:37][CH2:38][CH3:39]>CN(C)C=O>[C:1]([C:5]1[CH:6]=[C:7]([CH:20]=[C:21]([C:24]([CH3:27])([CH3:26])[CH3:25])[C:22]=1[OH:23])[C:8]1[O:9][C:10]2[C:15]([C:16](=[O:18])[CH:17]=1)=[CH:14][CH:13]=[C:12]([O:19][CH2:34][CH2:35][CH2:36][CH2:37][CH2:38][CH3:39])[CH:11]=2)([CH3:4])([CH3:3])[CH3:2] |f:1.2|. Procedure: 0.183 g (0.5 mmol) of the compound of Example 1 and 0.25 g (2.5 mmol) of potassium hydrogen carbonate are stirred for a few moments in 10 ml of dimethylformamide at 110° C. under nitrogen until they have completely dissolved. 0.7 ml (5 mmol) of [1-bromo-n-hexane] are then added and the reaction is continued under the same conditions for two hours.